From a dataset of the Open Reaction Database (ORD), a public repository of structured organic reaction records. describe an organic reaction: reactants, conditions, products, and yield The reactants are C(C)#N (acetonitrile), BrC1=NC=CC=N1 (2-bromopyrimidine), C(CC#C)O (3-butynol), C1(CCCCC1)NC1CCCCC1 (dicyclohexylamine). The reagents and catalysts are [Cu]I (copper (1) iodide). The solvent is CCOCC (Ether). Yields the product N1=C(N=CC=C1)C#CCCO (4-(2-Pyrimidinyl)-3-butynol). Isolated yield 92.2%. RXN SMILES: Br[C:2]1[N:7]=[CH:6][CH:5]=[CH:4][N:3]=1.[CH2:8]([OH:12])[CH2:9][C:10]#[CH:11].C1(NC2CCCCC2)CCCCC1.C(#N)C>[Cu]I.CCOCC>[N:3]1[CH:4]=[CH:5][CH:6]=[N:7][C:2]=1[C:11]#[C:10][CH2:9][CH2:8][OH:12]. Reported procedure: A mixture of 2-bromopyrimidine (5.0 g), 3-butynol (2.20 g), dicyclohexylamine (6.87 g), copper (1) iodide (50 mg). BTPC (380 mg) and acetonitrile (50 ml) was stirred at room temperature under nitrogen for 16 h. Ether (150 ml) was added, the mixture filtered and the filtrate evaporated in vacuo. Purification of the residue by FCC eluting with ether and ether-methanol (1-3%) followed by System C (5:1) afforded the title compound as a pale yellow solid (4.29 g) m.p. 58°-64°, t.l.c. (System C, 99:1)... Reactants: C1CCOC1, CCOC(=O)C1CCCN(c2nc3c(c(=O)n(C)c(=O)n3C)n2Cc2c(F)cccc2Cl)C1, [Li+], [OH-], O. The product is Cn1c(=O)c2c(nc(N3CCCC(C(=O)O)C3)n2Cc2c(F)cccc2Cl)n(C)c1=O. Reaction SMILES: [CH2:36]1[O:37][CH2:38][CH2:39][CH2:40]1.[Cl:1][c:2]1[c:3]([CH2:4][n:5]2[c:6]([N:18]3[CH2:19][CH:20]([C:24](=[O:25])[O:26][CH2:27][CH3:28])[CH2:21][CH2:22][CH2:23]3)[n:7][c:8]3[n:9]([CH3:17])[c:10](=[O:16])[n:11]([CH3:15])[c:12](=[O:14])[c:13]23)[c:29]([F:33])[cH:30][cH:31][cH:32]1.[Li+:35].[OH-:34].[OH2:41]>>[Cl:1][c:2]1[c:3]([CH2:4][n:5]2[c:6]([N:18]3[CH2:19][CH:20]([C:24](=[O:25])[OH:26])[CH2:21][CH2:22][CH2:23]3)[n:7][c:8]3[n:9]([CH3:17])[c:10](=[O:16])[n:11]([CH3:15])[c:12](=[O:14])[c:13]23)[c:29]([F:33])[cH:30][cH:31][cH:32]1.